This data is from the Open Reaction Database (ORD), a public repository of structured organic reaction records. The task is: describe an organic reaction: reactants, conditions, products, and yield Starting materials: 15.4, C(C(=C)C)(=O)OCC(C)C (isobutyl methacrylate), C(C(=C)C)(=O)OCCO (2-hydroxyethyl methacrylate), C(C(=C)C)(=O)O (methacrylic acid), C=CC1=CC=CC=C1 (styrene), C1(CCCCCO1)=O (caprolactone). The solvent is C(C)(=O)OCC (ethyl acetate). The product is C(C1=CC=CC=C1)(=O)OOC(C1=CC=CC=C1)=O (benzoyl peroxide). RXN SMILES: [C:1]([OH:6])(=[O:5])[C:2]([CH3:4])=[CH2:3].[CH2:7]=[CH:8][C:9]1C=CC=CC=1.[C:15]([O:20]CC(C)C)(=[O:19])[C:16]([CH3:18])=[CH2:17].[C:25](OCCO)(=O)[C:26](C)=[CH2:27].C1(=O)OCCCCC1>C(OCC)(=O)C>[C:1]([O:6][O:20][C:15](=[O:19])[C:16]1[CH:17]=[CH:27][CH:26]=[CH:25][CH:18]=1)(=[O:5])[C:2]1[CH:4]=[CH:9][CH:8]=[CH:7][CH:3]=1. Procedure details: Subsequently, 100 parts of the resin (VIB-3) was fed into a same reaction vessel replaced with nitrogen, followed by elevating a temperature to 75° C. while agitating. There was added dropwise a mixture composed of 15.4 parts of methacrylic acid, 23.3 parts of styrene, 22.4 parts of isobutyl methacrylate, 5.5 parts of 2-hydroxyethyl methacrylate, 50.1 parts of the -caprolactone-modified acrylic monomer obtained in the Reference Example 3, 9.3 parts of “Niper BW” [benzoyl peroxide manufactured by... Starting materials: COC(=O)[C@H]1N(CC1)C(NC(C)(C)C)=O ((2S)-methyl-1-(N-t-butylcarbamoyl)azetidine-2-carboxylate), Cl (HCl), Example 5, [Li+].[OH-] (LiOH). The solvent is CO (methanol), O (water), O (water). Reaction conditions: time 8 hour. The product is C(C)(C)(C)NC(=O)N1[C@@H](CC1)C(=O)O ((2S)-1-(N-t-butylcarbamoyl)azetidine-2-carboxylic acid). The yield is 85.0%. RXN SMILES: C[O:2][C:3]([C@@H:5]1[CH2:8][CH2:7][N:6]1[C:9](=[O:15])[NH:10][C:11]([CH3:14])([CH3:13])[CH3:12])=[O:4].[Li+].[OH-].Cl>CO.O>[C:11]([NH:10][C:9]([N:6]1[CH2:7][CH2:8][C@H:5]1[C:3]([OH:4])=[O:2])=[O:15])([CH3:14])([CH3:12])[CH3:13] |f:1.2|. Procedure: To a solution of (2S)-methyl-1-(N-t-butylcarbamoyl)azetidine-2-carboxylate from Reference Example 5 (211.6 mg, 0.99 mmol) in methanol (5.0 mL) was added 1N LiOH in water (1.8 mL) at about 0° C. The mixture was warmed to about room temperature and stirred under argon overnight. The pH was adjusted to about pH 1 by adding 1N HCl and then the mixture was diluted with water and extracted with ethyl acetate. The organic layer was dried over magnesium sulfate and concentrated to give 211.3 mg (85% yie... The reactants are CC(C)=CCC\C(\C)=C\C=O (geranial), C[Mg]Cl (methyl magnesium chloride), CCCCCC (hexane), ice, [NH4+].[Cl-] (NH4Cl). Run in COC(C)(C)C (t-butyl methyl ether), O (H2O), COC(C)(C)C (t-butyl methyl ether). Conditions: temperature 10 celsius, time 1 hour. The product is CC(=CC(C)O)CCC=C(C)C (4,8-Dimethyl-2-hydroxy-nona-3,7-diene). Reaction SMILES: C[Mg]Cl.[CH3:4][C:5](=[CH:7][CH2:8][CH2:9]/[C:10](=[CH:12]/[CH:13]=[O:14])/[CH3:11])[CH3:6].[NH4+].[Cl-].[CH3:17]CCCCC>COC(C)(C)C.O>[CH3:11][C:10]([CH2:9][CH2:8][CH:7]=[C:5]([CH3:4])[CH3:6])=[CH:12][CH:13]([OH:14])[CH3:17] |f:2.3|. Procedure: 1 l of t-butyl methyl ether and 1.05 l of 3N methyl magnesium chloride solution were placed under N2 in a 41/2 l sulphonation flask having a thermometer, stirrer and dropping funnel and 456 g of geranial in 500 ml of t-butyl methyl ether were added dropwise at 0° C. The mixture was stirred at 10° C. for 1 hour and poured on to 3 kg of ice and 500 g of NH4Cl and treated with 1 l of hexane. After mixing well the H2O phase was separated and washed neutral 3 times with 500 ml of NH4Cl solution, drie... The reactants are COC(C1=CC=C(C=C1)C(CC)=O)=O (4-Propionyl-benzoic acid methyl ester), pyrrolidone hydrotribromide, N1C(CCC1)=O (2-pyrrolidinone). The solvent is C1CCOC1 (THF). Yields the product COC(C1=CC=C(C=C1)C(C(C)Br)=O)=O (4-(2-Bromo-propionyl)-benzoic acid methyl ester). Isolated yield 97.7%. RXN SMILES: [CH3:1][O:2][C:3](=[O:14])[C:4]1[CH:9]=[CH:8][C:7]([C:10](=[O:13])[CH2:11][CH3:12])=[CH:6][CH:5]=1.C1CNC(=O)C1.[Br:21][Br-]Br.N1CCCC1=O>C1COCC1>[CH3:1][O:2][C:3](=[O:14])[C:4]1[CH:9]=[CH:8][C:7]([C:10](=[O:13])[CH:11]([Br:21])[CH3:12])=[CH:6][CH:5]=1 |f:1.2|. Procedure details: 4-Propionyl-benzoic acid methyl ester (744 mg, 3.87 mmol), pyrrolidone hydrotribromide (1.98 g), and 2-pyrrolidinone (380 mg, 4.5 mmol) in THF (38 mL) were heated at 50° C. under nitrogen for 3 h. The mixture was cooled, filtered, concentrated, and then redissolved in ether (50 mL). The ether solution was washed successively with water (20 mL), saturated aqueous sodium thiosulphate (20 mL), saturated aqueous NaCl (20 mL), and water (20 mL), dried and evaporated to give crude 4-(2-Bromo-propionyl... The reactants are C(C=C)(=O)Cl (Acryloyl chloride), CN(CCN(C=1C(=CC(=C(C1)OC)NC1=NC=C(C(=N1)C1=CN(C2=CC=CC=C12)C)C)N)C)C (N1-(2-dimethylaminoethyl)-5-methoxy-N1-methyl-N4-[5-methyl-4-(1-methylindol-3-yl)pyrimidin-2-yl]benzene-1,2,4-triamine), CN(CCN(C=1C(=CC(=C(C1)OC)NC1=NC=C(C(=N1)C1=CN(C2=CC=CC=C12)C)C)N)C)C (N1-(2-dimethylaminoethyl)-5-methoxy-N1-methyl-N4-[5-methyl-4-(1-methylindol-3-yl)pyrimidin-2-yl]benzene-1,2,4-triamine), CCN(C(C)C)C(C)C (DIPEA). Solvent: C1CCOC1 (THF), O (water). Reaction conditions: temperature 0 celsius, time 1 hour. Yields the product CN(CCN(C1=C(C=C(C(=C1)OC)NC1=NC=C(C(=N1)C1=CN(C2=CC=CC=C12)C)C)NC(C=C)=O)C)C (N-(2-{2-Dimethylaminoethyl-methylamino}-4-methoxy-5-{[5-methyl-4-(1-methylindol-3-yl)pyrimidin-2-yl]amino}phenyl)prop-2-enamide). Isolated yield 56.6%. Reaction SMILES: [C:1](Cl)(=[O:4])[CH:2]=[CH2:3].[CH3:6][N:7]([CH3:39])[CH2:8][CH2:9][N:10]([CH3:38])[C:11]1[C:12]([NH2:37])=[CH:13][C:14]([NH:19][C:20]2[N:25]=[C:24]([C:26]3[C:34]4[C:29](=[CH:30][CH:31]=[CH:32][CH:33]=4)[N:28]([CH3:35])[CH:27]=3)[C:23]([CH3:36])=[CH:22][N:21]=2)=[C:15]([O:17][CH3:18])[CH:16]=1.CCN(C(C)C)C(C)C>C1COCC1.O>[CH3:39][N:7]([CH3:6])[CH2:8][CH2:9][N:10]([CH3:38])[C:11]1[CH:16]=[C:15]([O:17][CH3:18])[C:14]([NH:19][C:20]2[N:25]=[C:24]([C:26]3[C:34]4[C:29](=[CH:30][CH:31]=[CH:32][CH:33]=4)[N:28]([CH3:35])[CH:27]=3)[C:23]([CH3:36])=[CH:22][N:21]=2)=[CH:13][C:12]=1[NH:37][C:1](=[O:4])[CH:2]=[CH2:3]. Procedure details: Acryloyl chloride (0.026 mL, 1M in THF, 0.32 mmol) was added dropwise to a mixture of N1-(2-dimethylaminoethyl)-5-methoxy-N1-methyl-N4-[5-methyl-4-(1-methylindol-3-yl)pyrimidin-2-yl]benzene-1,2,4-triamine (Intermediate 81, 147 mg, 0.32 mmol) and DIPEA (0.061 mL, 0.35 mmol) in THF (15 mL) at 0° C. under N2. The resulting suspension was stirred at 0° C. for 1 h then allowed to warm to r.t. The mixture was then diluted with water (15 mL) and concentrated in vacuo. The resulting material was dissolv... Starting materials: C(C)(C)(C)OC(=O)C1=C(SC=2CN(C(CC21)CN2C(C1=CC=CC=C1C2)=O)C(=O)OC(C)(C)C)NC(=O)OCC2=CC=CC=C2 (2-benzyloxycarbonylamino-5-(1-oxo-1,3-dihydro-isoindol-2-ylmethyl)-4,5,6,7-tetrahydro-thieno[2,3-c]pyridine-3,6-dicarboxylic acid di-tert-butyl ester). Reagents/catalysts: [Pd] (Pd/C). Run in CO (methanol). Conditions: time 3 hour. Product: C(C)(C)(C)OC(=O)C1=C(SC=2CN(C(CC21)CN2C(C1=CC=CC=C1C2)=O)C(=O)OC(C)(C)C)N (2-amino-5-(1-oxo-1,3-dihydro-isoindol-2-ylmethyl)-4,5,6,7-tetrahydro-thieno[2,3-c]pyridine-3,6-dicarboxylic acid di-tert-butyl ester). The yield is 85.8%. RXN SMILES: [C:1]([O:5][C:6]([C:8]1[C:16]2[CH2:15][CH:14]([CH2:17][N:18]3[CH2:26][C:25]4[C:20](=[CH:21][CH:22]=[CH:23][CH:24]=4)[C:19]3=[O:27])[N:13]([C:28]([O:30][C:31]([CH3:34])([CH3:33])[CH3:32])=[O:29])[CH2:12][C:11]=2[S:10][C:9]=1[NH:35]C(OCC1C=CC=CC=1)=O)=[O:7])([CH3:4])([CH3:3])[CH3:2]>CO.[Pd]>[C:1]([O:5][C:6]([C:8]1[C:16]2[CH2:15][CH:14]([CH2:17][N:18]3[CH2:26][C:25]4[C:20](=[CH:21][CH:22]=[CH:23][CH:24]=4)[C:19]3=[O:27])[N:13]([C:28]([O:30][C:31]([CH3:34])([CH3:33])[CH3:32])=[O:29])[CH2:12][C:11]=2[S:10][C:9]=1[NH2:35])=[O:7])([CH3:3])([CH3:4])[CH3:2]. Reported procedure: To a solution of the above 2-benzyloxycarbonylamino-5-(1-oxo-1,3-dihydro-isoindol-2-ylmethyl)-4,5,6,7-tetrahydro-thieno[2,3-c]pyridine-3,6-dicarboxylic acid di-tert-butyl ester (9 mg, 0.014 mmol) in methanol (2 ml) was added 10% Pd/C (4 mg). The mixture was stirred under hydrogen (1 atm.) for 3 hours and then filtered. The filtrate was evaporated in vacuo affording 6 mg (93%) of 2-amino-5-(1-oxo-1,3-dihydro-isoindol-2-ylmethyl)-4,5,6,7-tetrahydro-thieno[2,3-c]pyridine-3,6-dicarboxylic acid di-te... The reactants are [Al] (aluminium), CC1=CCC(C(C1)(C)C)C(C)=O (1,5,5-trimethyl-4-acetyl-cyclohex-1-ene), mercuric chloride, [Al] (aluminium). Reagents/catalysts: [Al] (aluminium). Run in C(C)(CC)O (secondary butyl alcohol), C(C)(CC)O (secondary butyl alcohol). Run at time 8 hour. Yields the product CC1=CCC(C(C1)(C)C)C(C)O (1,5,5-trimethyl-4-(1-hydroxyethyl)-cyclohex-1-ene). The yield is 56.8%. Reaction SMILES: [Al].[CH3:2][C:3]1[CH2:8][C:7]([CH3:10])([CH3:9])[CH:6]([C:11](=[O:13])[CH3:12])[CH2:5][CH:4]=1>[Al].C(O)(CC)C>[CH3:2][C:3]1[CH2:8][C:7]([CH3:9])([CH3:10])[CH:6]([CH:11]([OH:13])[CH3:12])[CH2:5][CH:4]=1. Procedure: 9.6 g of aluminium, 2.8 g of aluminium isopropylate, 0.2 g of mercuric chloride and 130 g of secondary butyl alcohol are introduced into a flask and the mixture is brought to reflux. Once the aluminium has started to react, 390 g of secondary butyl alcohol are slowly added over 45 minutes, maintaining reflux. Heating is then dicontinued and the mixture is left to attain the ambient temperature, stirring is discontinued and a calcium chloride drying tube is fitted. The mixture in then left overni... Reactants: C1CCOC1, CCCCN, O=S(=O)(Cl)Cc1ccc(Cl)cc1. Yields the product CCCCNS(=O)(=O)Cc1ccc(Cl)cc1. RXN SMILES: [CH2:18]1[O:19][CH2:20][CH2:21][CH2:22]1.[CH2:1]([CH2:2][CH2:3][CH3:4])[NH2:5].[Cl:6][c:7]1[cH:8][cH:9][c:10]([CH2:13][S:14](=[O:15])(=[O:16])[Cl:17])[cH:11][cH:12]1>>[CH2:1]([CH2:2][CH2:3][CH3:4])[NH:5][S:14]([CH2:13][c:10]1[cH:9][cH:8][c:7]([Cl:6])[cH:12][cH:11]1)(=[O:15])=[O:16].